This data is from the Open Reaction Database (ORD), a public repository of structured organic reaction records. The task is: describe an organic reaction: reactants, conditions, products, and yield Starting materials: ClC=1N(N=C2CCCCC12)C1=C(C=C(C(=C1)[N+](=O)[O-])OCC(=O)OCCCC)F (3-chloro-2-(2-fluoro-4-butyloxycarbonylmethoxy-5-nitrophenyl)-4,5,6,7-tetrahydro-2H-indazole). Reagents/catalysts: [Fe] (iron). Run in C(C)(=O)O (acetic acid). The product is ClC=1N(N=C2CCCCC12)C=1C(=CC2=C(NC(CO2)=O)C1)F (3chloro-2-[7-fluoro-2H-1,4-benzoxazin-3(4H )-on-6yl]-4,5,6,7-tetrahydro-2H-indazole). Yield: 82.1%. Reaction SMILES: [Cl:1][C:2]1[N:3]([C:11]2[CH:16]=[C:15]([N+:17]([O-])=O)[C:14]([O:20][CH2:21][C:22](OCCCC)=[O:23])=[CH:13][C:12]=2[F:29])[N:4]=[C:5]2[C:10]=1[CH2:9][CH2:8][CH2:7][CH2:6]2>C(O)(=O)C.[Fe]>[Cl:1][C:2]1[N:3]([C:11]2[C:12]([F:29])=[CH:13][C:14]3[O:20][CH2:21][C:22](=[O:23])[NH:17][C:15]=3[CH:16]=2)[N:4]=[C:5]2[C:10]=1[CH2:9][CH2:8][CH2:7][CH2:6]2. Procedure details: A suspension of 3-chloro-2-(2-fluoro-4-butyloxycarbonylmethoxy-5-nitrophenyl)-4,5,6,7-tetrahydro-2H-indazole (10 g) and iron powders (10 g) in acetic acid was refluxed for 5 hours. After completion of the reaction, the reaction mixture was filtered by the use of celite, and the filtrate was combined with water and extracted with ethyl acetate. The organic layer was concentrated, and the residue was purified by column chromatography using a mixture of hexane and ethyl acetate as an eluent to give...